This data is from the Open Reaction Database (ORD), a public repository of structured organic reaction records. The task is: describe an organic reaction: reactants, conditions, products, and yield Reactants: C(Cl)(Cl)Cl (Chloroform), ClN1C(CCC1=O)=O (N-Chlorosuccinimide), CC(C)(C#N)N=NC(C)(C)C#N (AIBN), C(C)(C)(C)OC(=O)N1CCN(CC1)C1=CC=C2CCNC(C2=C1)=O (7-(4-Tert-butoxycarbonyl-piperazin-1-yl)-3,4-dihydro-2H-isoquinolin-1-one). Run at temperature 90 celsius, time 1 hour. Procedure: The compound (6.63 g) prepared in step (a) of Example 125 was dissolved in carbon tetrachloride (200 ml). N-Chlorosuccinimide (3.47 g) and AIBN (0.66 g) were added to the solution, and the mixture was heated at 90° C. with stirring for one hr. The temperature of the reaction solution was returned to room temperature. Chloroform was then added to the reaction solution, and the mixture was washed with water, followed by drying over anhydrous MgSO4 The solvent was then removed by distillation under... The solvent is C(Cl)(Cl)(Cl)Cl (carbon tetrachloride). The product is C(C)(C)(C)OC(=O)N1CCN(CC1)C1=CC=C2CCNC(C2=C1Cl)=O (7-(4-tert-butoxycarbonyl-piperazin-1-yl)-8-chloro-3,4-dihydro-2H-isoquinolin-1-one). As a reaction SMILES: [C:1]([O:5][C:6]([N:8]1[CH2:13][CH2:12][N:11]([C:14]2[CH:23]=[C:22]3[C:17]([CH2:18][CH2:19][NH:20][C:21]3=[O:24])=[CH:16][CH:15]=2)[CH2:10][CH2:9]1)=[O:7])([CH3:4])([CH3:3])[CH3:2].[Cl:25]N1C(=O)CCC1=O.CC(N=NC(C#N)(C)C)(C#N)C.C(Cl)(Cl)Cl>C(Cl)(Cl)(Cl)Cl>[C:1]([O:5][C:6]([N:8]1[CH2:9][CH2:10][N:11]([C:14]2[C:23]([Cl:25])=[C:22]3[C:17]([CH2:18][CH2:19][NH:20][C:21]3=[O:24])=[CH:16][CH:15]=2)[CH2:12][CH2:13]1)=[O:7])([CH3:4])([CH3:2])[CH3:3]. Isolated yield 12.2%. The reactants are O=C([O-])[O-], CC#N, COC(=O)C(C)(C)CN1CCNCC1, Cc1cc2n(c1)Cc1cc(Cl)ccc1N=C2Cl, Cl, Cl, [K+], [K+], O. Yields the product COC(=O)C(C)(C)CN1CCN(C2=Nc3ccc(Cl)cc3Cn3cc(C)cc32)CC1. RXN SMILES: [C:37](=[O:38])([O-:39])[O-:40].[CH3:34][C:35]#[N:36].[CH3:3][C:4]([C:5](=[O:6])[O:7][CH3:8])([CH2:9][N:10]1[CH2:11][CH2:12][NH:13][CH2:14][CH2:15]1)[CH3:16].[Cl:17][c:18]1[cH:19][cH:20][c:21]2[c:22]([cH:33]1)[CH2:23][n:24]1[c:25]([cH:29][c:30]([CH3:32])[cH:31]1)[C:26]([Cl:28])=[N:27]2.[ClH:1].[ClH:2].[K+:41].[K+:42].[OH2:43]>>[CH3:3][C:4]([C:5](=[O:6])[O:7][CH3:8])([CH2:9][N:10]1[CH2:11][CH2:12][N:13]([C:26]2=[N:27][c:21]3[cH:20][cH:19][c:18]([Cl:17])[cH:33][c:22]3[CH2:23][n:24]3[c:25]2[cH:29][c:30]([CH3:32])[cH:31]3)[CH2:14][CH2:15]1)[CH3:16].